From a dataset of the Open Reaction Database (ORD), a public repository of structured organic reaction records. describe an organic reaction: reactants, conditions, products, and yield The reactants are O (water), CO (methanol), C[O-].[Na+] (sodium methylate), ClC1=NC(=NC(=C1)C)NC1=CC=C(C=C1)Cl (4-chloro-2-(4-chloroanilino)-6-methylpyrimidine). Solvent: CN(C=O)C (dimethylformamide). Reaction conditions: temperature 70 celsius, time 2 hour. Yields the product ClC1=CC=C(NC2=NC(=CC(=N2)OC)C)C=C1 (2-(4-chloroanilino)-4-methoxy-6-methylpyrimidine). The yield is 88.0%. Reaction SMILES: [CH3:1][OH:2].C[O-].[Na+].Cl[C:7]1[CH:12]=[C:11]([CH3:13])[N:10]=[C:9]([NH:14][C:15]2[CH:20]=[CH:19][C:18]([Cl:21])=[CH:17][CH:16]=2)[N:8]=1.O>CN(C)C=O>[Cl:21][C:18]1[CH:19]=[CH:20][C:15]([NH:14][C:9]2[N:8]=[C:7]([O:2][CH3:1])[CH:12]=[C:11]([CH3:13])[N:10]=2)=[CH:16][CH:17]=1 |f:1.2|. Procedure details: A 28% methanol solution of sodium methylate (1.5 g) was added to a solution of 1.5 g of 4-chloro-2-(4-chloroanilino)-6-methylpyrimidine in 50 ml of dimethylformamide and the mixture was stirred for 2 hours at 70° C. After completion of the reaction, the reaction mixture was poured into water, extracted with 150 ml of toluene, washed with water, dried over Glauber's salt, and the toluene layer was concentrated by evaporation. The residue was purified by silica gel column chromatography to obtain ... Starting materials: CN(C)C=O, [H-], CCOC(=O)Cc1c(C(=O)OCC)c(C)cn1CCI, [Na+]. Product: CCOC(=O)c1c(C)cn2c1C(C(=O)OCC)CC2. As a reaction SMILES: [CH3:23][N:24]([CH3:25])[CH:26]=[O:27].[H-:22].[I:1][CH2:2][CH2:3][n:4]1[c:5]([CH2:15][C:16](=[O:17])[O:18][CH2:19][CH3:20])[c:6]([C:10](=[O:11])[O:12][CH2:13][CH3:14])[c:7]([CH3:9])[cH:8]1.[Na+:21]>>[CH2:2]1[CH2:3][n:4]2[c:5]([c:6]([C:10](=[O:11])[O:12][CH2:13][CH3:14])[c:7]([CH3:9])[cH:8]2)[CH:15]1[C:16](=[O:17])[O:18][CH2:19][CH3:20]. Reactants: nitrile, FC1=CC=C(C=C1)[Mg]Br (ρ-fluorophenylmagnesium bromide), CCOCC (ether). Conditions: temperature 0 celsius, time 5 minute. Product: FC1=CC=C(C=C1)C(=O)C1=CC=C(C=C1)F (ρ-Fluorophenyl Ketone). Yield: 50.0%. As a reaction SMILES: [F:1][C:2]1[CH:7]=[CH:6][C:5]([Mg]Br)=[CH:4][CH:3]=1.CC[O:12][CH2:13][CH3:14]>>[F:1][C:2]1[CH:7]=[CH:6][C:5]([C:13]([C:14]2[CH:6]=[CH:7][C:2]([F:1])=[CH:3][CH:4]=2)=[O:12])=[CH:4][CH:3]=1. Reported procedure: To a solution of nitrile 1 (900 mg, 5.02 mmol) in ether (45 mL) at 0° C. was added via syringe ρ-fluorophenylmagnesium bromide (5.0 mL, 2.0 M solution in ether 10 mmol). The resulting turbid mixture was stirred at 0° C. for 5 min then warmed to r.t. and stirred for 6 h. At that time, the reaction was quenched with H2O (3 mL) and then diluted with ether (25 mL) and H2O (25 mL). The organic phase was separated, and the aqueous phase was extracted with ether (80 mL×2). The organic portions were com... Starting materials: N1=C(C=CC=C1)CN1CCNCC1 (1-Pyridin-2-ylmethyl-piperazine), [B-](F)(F)(F)F.CCOC(=O)C(=NOC(=[N+](C)C)N(C)C)C#N (TOTU), ClC1=C(C=CC(=C1)Cl)CCOC=1C=C(C(=O)O)C=CC1OC (3-[2-(2,4-Dichloro-phenyl)-ethoxy]-4-methoxy-benzoic acid). The solvent is CN(C)C=O (DMF). Conditions: time 1 hour. Product: ClC1=C(C=CC(=C1)Cl)CCOC=1C=C(C=CC1OC)C(=O)N1CCN(CC1)CC1=NC=CC=C1 ({3-[2-(2,4-Dichlorophenyl)-ethoxy]-4-methoxy-phenyl}-(4-pyridin-2-ylmethyl-piperazin-1-yl)-methanone). As a reaction SMILES: [Cl:1][C:2]1[CH:7]=[C:6]([Cl:8])[CH:5]=[CH:4][C:3]=1[CH2:9][CH2:10][O:11][C:12]1[CH:13]=[C:14]([CH:18]=[CH:19][C:20]=1[O:21][CH3:22])[C:15]([OH:17])=O.[N:23]1[CH:28]=[CH:27][CH:26]=[CH:25][C:24]=1[CH2:29][N:30]1[CH2:35][CH2:34][NH:33][CH2:32][CH2:31]1.[B-](F)(F)(F)F.CCOC(C(C#N)=NOC(N(C)C)=[N+](C)C)=O>CN(C=O)C>[Cl:1][C:2]1[CH:7]=[C:6]([Cl:8])[CH:5]=[CH:4][C:3]=1[CH2:9][CH2:10][O:11][C:12]1[CH:13]=[C:14]([C:15]([N:33]2[CH2:34][CH2:35][N:30]([CH2:29][C:24]3[CH:25]=[CH:26][CH:27]=[CH:28][N:23]=3)[CH2:31][CH2:32]2)=[O:17])[CH:18]=[CH:19][C:20]=1[O:21][CH3:22] |f:2.3|. Procedure: 0.100 g (0.29 mmol) of 3-[2-(2,4-Dichloro-phenyl)-ethoxy]-4-methoxy-benzoic acid was dissolved in 2 ml of DMF and treated with 0.146 ml (1.16 mmol) of N-NEM and 51 mg (0.29 mmol) of 1-Pyridin-2-ylmethyl-piperazine and 0.098 g (0.3 mmol) of TOTU. The solution was stirred for 1 h at RT. The solvent was removed under reduced pressure, the residue was taken-up in DCM and the solution was washed three times with saturated aqueous sodium bicarbonate. The organic phase was dried with sodium sulphate, f... Reactants: Cl.N1C(COCC1)CO (morpholin-3-ylmethanol hydrochloride), CCN(C(C)C)C(C)C (iPr2NEt), ClC1=NC(=CC(=N1)C(=O)N)Cl (2,6-dichloropyrimidine-4-carboxamide). Run in C(C)#N (acetonitrile). Run at temperature 50 celsius. Yields the product ClC1=NC(=CC(=N1)C(=O)N)N1C(COCC1)CO (2-chloro-6-(3-(hydroxymethyl)morpholino)pyrimidine-4-carboxamide). Yield: 92.0%. RXN SMILES: [Cl:1][C:2]1[N:7]=[C:6]([C:8]([NH2:10])=[O:9])[CH:5]=[C:4](Cl)[N:3]=1.Cl.[NH:13]1[CH2:18][CH2:17][O:16][CH2:15][CH:14]1[CH2:19][OH:20].CCN(C(C)C)C(C)C>C(#N)C>[Cl:1][C:2]1[N:7]=[C:6]([C:8]([NH2:10])=[O:9])[CH:5]=[C:4]([N:13]2[CH2:18][CH2:17][O:16][CH2:15][CH:14]2[CH2:19][OH:20])[N:3]=1 |f:1.2|. Procedure: To a mixture of 2,6-dichloropyrimidine-4-carboxamide (0.384 g, 2.00 mmol) in acetonitrile (10 mL) was added morpholin-3-ylmethanol hydrochloride (0.310 g, 2.02 mmol) and iPr2NEt (0.77 mL, 4.4 mmol). The mixture was heated at 50° C. overnight then concentrated in vacuo. The residue was chromatographed over silica gel with 25-75% acetone in hexanes. The product fractions were evaporated in vacuo to yield 2-chloro-6-(3-(hydroxymethyl)morpholino)pyrimidine-4-carboxamide as a pale tan solid (0.501 g,...